Task: describe an organic reaction: reactants, conditions, products, and yield. Dataset: the Open Reaction Database (ORD), a public repository of structured organic reaction records Reactants: C1(=CC=CC=C1)O (phenol), C(=O)=O (carbon dioxide), O=O (oxygen), [C]=O (carbon monoxide), [C]=O (carbon monoxide), O=O (oxygen), C1(=CC=CC=C1)OC1=CC=CC=C1 (diphenyl ether), C(=O)=O (carbon dioxide). The reagents and catalysts are C(C)(=O)[O-].C(C)(=O)[O-].[Pd+2] (palladium diacetate), C1(C=CC(C=C1)=O)=O (benzoquinone), C(C)(=O)[O-].C(C)(=O)[O-].[Co+2] (cobalt diacetate), [Br-].C(CCC)[N+](CCCC)(CCCC)CCCC (tetrabutylammonium bromide). Reaction conditions: temperature 100 celsius, time 2 hour. The product is C(OC1=CC=CC=C1)(OC1=CC=CC=C1)=O (diphenyl carbonate). Isolated yield 305.9%. As a reaction SMILES: [C:1]1([OH:7])[CH:6]=[CH:5][CH:4]=[CH:3][CH:2]=1.[C:8]1([O:14][C:15]2C=CC=CC=2)[CH:13]=[CH:12][CH:11]=[CH:10][CH:9]=1.C(=O)=[O:22].O=O.[C]=O>[Br-].C([N+](CCCC)(CCCC)CCCC)CCC.C([O-])(=O)C.C([O-])(=O)C.[Pd+2].C([O-])(=O)C.C([O-])(=O)C.[Co+2].C1(=O)C=CC(=O)C=C1>[C:15](=[O:22])([O:14][C:8]1[CH:13]=[CH:12][CH:11]=[CH:10][CH:9]=1)[O:7][C:1]1[CH:6]=[CH:5][CH:4]=[CH:3][CH:2]=1 |f:5.6,7.8.9,10.11.12,^3:25|. Procedure details: There was added to a Parr stirred pressure reactor, 76.06 grams of phenol, 1.896 grams of diphenyl ether, 0.33 gram benzoquinone, 0.042 gram palladium diacetate, 0.035 gram of anhydrous cobalt diacetate, and 2.49 grams of tetrabutylammonium bromide. The reactor vessel was sealed, purged 4 times with CO2 at 400 psi and then charged with 0.278 mole of carbon dioxide, 0.209 mole of oxygen and 0.417 mole of carbon monoxide at room temperature. The resulting partial pressures of carbon dioxide were 4... Reactants: CC1(N[Se]C2=C1C=CC=C2)C (3,3-dimethyl-benzisoselenazoline), OO (hydrogen peroxide). Run in CO (methanol). Conditions: time 15 minute. Yields the product CC1(N[Se](C2=C1C=CC=C2)=O)C (3,3-dimethyl-benzisoselenazoline-l-oxide). Isolated yield 55.0%. As a reaction SMILES: [CH3:1][C:2]1([CH3:11])[C:6]2[CH:7]=[CH:8][CH:9]=[CH:10][C:5]=2[Se:4][NH:3]1.[OH:12]O>CO>[CH3:1][C:2]1([CH3:11])[C:6]2[CH:7]=[CH:8][CH:9]=[CH:10][C:5]=2[Se:4](=[O:12])[NH:3]1. Procedure: The derivative 3,3-dimethyl-benzisoselenazoline BXT-51056 (212 mg; 1 mmole) was dissolved at room temperature in methanol (5 ml) with stirring. After addition of 5% hydrogen peroxide (600 μl; 1.05 mmole), stirring was continued for 15 min. The solvent was evaporated off under reduced pressure. The residue was taken up in 25 ml of dichloromethane and washed with 3×3 ml of a saturated NaCl solution, dried over Na2SO4 then filtered. After evaporation of the solvent under reduced pressure, the desir... Starting materials: C(=O)([O-])[O-].[K+].[K+] (K2CO3), C(CO)Cl (Ethylene chlorohydrin), OC1=NC(=C(N=C1CC)C)C (2-hydroxy-3-ethyl-5,6-dimethyl-pyrazine), [OH-].[Na+] (NaOH). Run in C(C)(C)(C)O (t-butanol). Run at temperature 60 celsius, time 3 hour. The product is OCCN1C(C(=NC(=C1C)C)CC)=O (1-(2-hydroxyethyl)-3-ethyl-5,6-dimethyl-2-oxo-1,2-dihydropyrazine). Isolated yield 78.5%. RXN SMILES: [CH2:1](Cl)[CH2:2][OH:3].[OH:5][C:6]1[C:11]([CH2:12][CH3:13])=[N:10][C:9]([CH3:14])=[C:8]([CH3:15])[N:7]=1.[OH-].[Na+].C([O-])([O-])=O.[K+].[K+]>C(O)(C)(C)C>[OH:3][CH2:2][CH2:1][N:7]1[C:8]([CH3:15])=[C:9]([CH3:14])[N:10]=[C:11]([CH2:12][CH3:13])[C:6]1=[O:5] |f:2.3,4.5.6|. Reported procedure: Ethylene chlorohydrin (32.21 g, 0.4M) was added to a solution of 2-hydroxy-3-ethyl-5,6-dimethyl-pyrazine (12.16 g, 80 mM) and 5N NaOH (80 ml) in t-butanol (240 ml), and stirred at 60° C. for 3 hours. Dilute aqueous K2CO3 was added to the reaction mixture, the mixture extracted with chloroform, and the resultant aqueous layer extracted twice with further chloroform. The combined chloroform layers were dried with anhydrous magnesium sulfate and concentrated in vacuo. The residue was charged on a c... The reactants are C(C)(C)(C)OC(NC(C)C1=NC2=C(N1C1=NC=CC=C1F)C=C(C=C2)F)=O ({1-[6-fluoro-1-(3-fluoropyridin-2-yl)-1H-benzoimidazol-2-yl]ethyl}-carbamic acid tert-butyl ester), ClC1=C2N=CN(C2=NC=N1)C1OCCCC1 (6-chloro-9-(tetrahydropyran-2-yl)-9H-purine), CCN(C(C)C)C(C)C (DIPEA). Solvent: CO (MeOH), C(Cl)Cl (DCM), C(=O)(C(F)(F)F)O (TFA), C(CCC)O (n-butanol). Reaction conditions: time 2 hour. Product: FC=1C=CC2=C(N(C(=N2)C(C)NC2=C3N=CNC3=NC=N2)C2=NC=CC=C2F)C1 ({1-[6-Fluoro-1-(3-fluoro-pyridin-2-yl)-1H-benzoimidazol-2-yl]-ethyl}-(9H-purin-6-yl)-amine). Isolated yield 16.2%. Reaction SMILES: C(O[C:6](=O)[NH:7][CH:8]([C:10]1[N:14]([C:15]2[C:20]([F:21])=[CH:19][CH:18]=[CH:17][N:16]=2)[C:13]2[CH:22]=[C:23]([F:26])[CH:24]=[CH:25][C:12]=2[N:11]=1)[CH3:9])(C)(C)C.ClC1[N:37]=[CH:36][N:35]=[C:34]2[C:30]=1[N:31]=[CH:32][N:33]2C1CCCCO1.CCN(C(C)C)C(C)C>C(Cl)Cl.C(O)(C(F)(F)F)=O.C(O)CCC.CO>[F:26][C:23]1[CH:24]=[CH:25][C:12]2[N:11]=[C:10]([CH:8]([NH:7][C:6]3[N:37]=[CH:36][N:35]=[C:34]4[C:30]=3[N:31]=[CH:32][NH:33]4)[CH3:9])[N:14]([C:15]3[C:20]([F:21])=[CH:19][CH:18]=[CH:17][N:16]=3)[C:13]=2[CH:22]=1. Procedure: A mixture of {1-[6-fluoro-1-(3-fluoropyridin-2-yl)-1H-benzoimidazol-2-yl]ethyl}-carbamic acid tert-butyl ester (84 mg, 0.22 mmol) in DCM (1 mL) and TFA (1 mL) was stirred at RT for 2 h. The reaction mixture was loaded onto an Isolute® SCX-2 cartridge and washed with MeOH followed by 2M NH3/MeOH. The basic fractions were combined and concentrated in vacuo to afford a dark orange oil. A mixture of this residue, 6-chloro-9-(tetrahydropyran-2-yl)-9H-purine (53 mg, 0.22 mmol) and DIPEA (110 μL, 0.63 ... The product is O=C(O)c1cc(Br)cnc1F. Reaction SMILES: [Br:1][c:2]1[cH:3][n:4][c:5]([F:12])[c:6]([C:7](=[O:8])[O:9][CH3:10])[cH:11]1.[CH2:16]1[O:17][CH2:18][CH2:19][CH2:20]1.[ClH:15].[Na+:14].[OH-:13]>>[Br:1][c:2]1[cH:3][n:4][c:5]([F:12])[c:6]([C:7](=[O:8])[OH:9])[cH:11]1. The reactants are COC(=O)c1cc(Br)cnc1F, C1CCOC1, Cl, [Na+], [OH-]. Starting materials: O=C([O-])[O-], C1COCCO1, Clc1cc(-c2ccccc2)cc(OCc2ccccc2)n1, COc1ccc(CN)c(OC)c1, CCOC(C)=O, [Cs+], [Cs+], O=C(C=Cc1ccccc1)C=Cc1ccccc1, O=C(C=Cc1ccccc1)C=Cc1ccccc1, O=C(C=Cc1ccccc1)C=Cc1ccccc1, O=C(O)C(F)(F)F, [Pd], [Pd]. The product is Nc1cc(-c2ccccc2)cc(OCc2ccccc2)n1. RXN SMILES: [C:1](=[O:2])([O-:3])[O-:4].[CH2:47]1[O:48][CH2:49][CH2:50][O:51][CH2:52]1.[CH2:7]([c:8]1[cH:9][cH:10][cH:11][cH:12][cH:13]1)[O:14][c:15]1[n:16][c:17]([Cl:27])[cH:18][c:19](-[c:21]2[cH:22][cH:23][cH:24][cH:25][cH:26]2)[cH:20]1.[CH3:28][O:29][c:30]1[cH:31][c:32]([O:34][CH3:35])[cH:36][cH:37][c:38]1[CH2:39][NH2:33].[CH3:53][CH2:54][O:55][C:56](=[O:57])[CH3:58].[Cs+:5].[Cs+:6].[O:61]=[C:62]([CH:63]=[CH:64][c:65]1[cH:66][cH:67][cH:68][cH:69][cH:70]1)[CH:71]=[CH:72][c:73]1[cH:74][cH:75][cH:76][cH:77][cH:78]1.[O:79]=[C:80]([CH:81]=[CH:82][c:83]1[cH:84][cH:85][cH:86][cH:87][cH:88]1)[CH:89]=[CH:90][c:91]1[cH:92][cH:93][cH:94][cH:95][cH:96]1.[O:97]=[C:98]([CH:99]=[CH:100][c:101]1[cH:102][cH:103][cH:104][cH:105][cH:106]1)[CH:107]=[CH:108][c:109]1[cH:110][cH:111][cH:112][cH:113][cH:114]1.[OH:40][C:41]([C:42]([F:43])([F:44])[F:45])=[O:46].[Pd:59].[Pd:60]>>[CH2:7]([c:8]1[cH:9][cH:10][cH:11][cH:12][cH:13]1)[O:14][c:15]1[n:16][c:17]([NH2:33])[cH:18][c:19](-[c:21]2[cH:22][cH:23][cH:24][cH:25][cH:26]2)[cH:20]1. Run in C(C)(=O)OCC (ethyl acetate). Starting materials: FC1=C(C(=O)O)C(=CC(=C1F)C(F)(F)F)I (2,3-difluoro-6-iodo-4-trifluoromethylbenzoic acid), Cl.ClC1=CC=C(C(=O)N)C=C1 (4-chlorobenzamide hydrochloride), C([O-])([O-])=O.[Cs+].[Cs+] (caesium carbonate), CN(C=O)C (dimethylformamide). Procedure details: A suspension of crude 2,3-difluoro-6-iodo-4-trifluoromethylbenzoic acid (1.00 g), 4-chlorobenzamide hydrochloride (0.814 g, 4.26 mmol), copper (I) iodide (0.108 g), caesium carbonate (1.85 g, 5.68 mmol) in dimethylformamide (8 mL) were stirred under nitrogen at room temperature for 1 week. The reaction mixture was then diluted with ethyl acetate (100 mL) and washed with hydrochloric acid (1 M, 25 mL) and water (25 mL). The organic phase was dried over MgSO4, filtered and concentrated under reduc... Reagents/catalysts: [Cu]I (copper (I) iodide). Reaction SMILES: [F:1][C:2]1[C:10]([F:11])=[C:9]([C:12]([F:15])([F:14])[F:13])[CH:8]=[C:7](I)[C:3]=1[C:4]([OH:6])=O.Cl.[Cl:18][C:19]1[CH:27]=[CH:26][C:22]([C:23]([NH2:25])=O)=[CH:21][CH:20]=1.C(=O)([O-])[O-].[Cs+].[Cs+].C[N:35](C)C=O>C(OCC)(=O)C.[Cu]I>[Cl:18][C:19]1[CH:27]=[CH:26][C:22]([C:23]2[NH:35][C:4](=[O:6])[C:3]3[C:7](=[CH:8][C:9]([C:12]([F:15])([F:14])[F:13])=[C:10]([F:11])[C:2]=3[F:1])[N:25]=2)=[CH:21][CH:20]=1 |f:1.2,3.4.5|. Yields the product ClC1=CC=C(C=C1)C1=NC2=CC(=C(C(=C2C(N1)=O)F)F)C(F)(F)F (2-(4-Chlorophenyl)-5,6-difluoro-7-trifluoromethyl-3H-quinazolin-4-one). The reactants are COC(=O)C1=NN2C(NC(=C(C2=O)C2CCCCC2)C2=CC=C(C=C2)Br)=C1 (5-(4-bromo-phenyl)-6-cyclohexyl-7-oxo-4,7-dihydro-pyrazolo[1,5-a]pyrimidine-2-carboxylic acid methyl ester), CC1(NOC(=C1)C)B(O)O (3,5-dimethyl-isoxazoleboronic acid), P(=O)([O-])([O-])[O-].[K+].[K+].[K+] (potassium phosphate). The reagents and catalysts are [Pd] (Pd). The solvent is O1CCOCC1 (1,4-dioxane), ClCCl (dichloromethane). Conditions: temperature 95 celsius, time 8 hour. Yields the product COC(=O)C1=NN2C(NC(=C(C2=O)C2CCCCC2)C2=CC=C(C=C2)C=2C(=NOC2C)C)=C1 (6-cyclohexyl-5-[4-(3,5-dimethyl-isoxazol-4-yl)-phenyl]-7-oxo-4,7-dihydro-pyrazolo[1,5-a]pyrimidine-2-carboxylic acid methyl ester). Isolated yield 37.0%. RXN SMILES: [CH3:1][O:2][C:3]([C:5]1[CH:27]=[C:8]2[NH:9][C:10]([C:20]3[CH:25]=[CH:24][C:23](Br)=[CH:22][CH:21]=3)=[C:11]([CH:14]3[CH2:19][CH2:18][CH2:17][CH2:16][CH2:15]3)[C:12](=[O:13])[N:7]2[N:6]=1)=[O:4].[CH3:28][C:29]1(B(O)O)[CH:33]=[C:32]([CH3:34])[O:31][NH:30]1.P([O-])([O-])([O-])=O.[K+].[K+].[K+]>[Pd].O1CCOCC1.ClCCl>[CH3:1][O:2][C:3]([C:5]1[CH:27]=[C:8]2[NH:9][C:10]([C:20]3[CH:25]=[CH:24][C:23]([C:33]4[C:29]([CH3:28])=[N:30][O:31][C:32]=4[CH3:34])=[CH:22][CH:21]=3)=[C:11]([CH:14]3[CH2:19][CH2:18][CH2:17][CH2:16][CH2:15]3)[C:12](=[O:13])[N:7]2[N:6]=1)=[O:4] |f:2.3.4.5|. Reported procedure: A mixture of 42 mg (0.1 mmol) of 5-(4-bromo-phenyl)-6-cyclohexyl-7-oxo-4,7-dihydro-pyrazolo[1,5-a]pyrimidine-2-carboxylic acid methyl ester, 21 mg (0.15 mmol) of 3,5-dimethyl-isoxazoleboronic acid, 7.3 mg (0.01 mmol) of Pd catalyst, and 63 mg (0.3 mmol) of potassium phosphate in 1 mL of 1,4-dioxane was shaken at 95° C. in a sandbath overnight. The reaction mixture was then diluted with dichloromethane, filtered through a small pad of Celite, dried over sodium sulfate and evaporated to give a res... Reactants: CC(C)(C)OC(=O)N1CCCC1C=O, [Li]CCCC, c1ccc2scnc2c1. Product: CC(C)(C)OC(=O)N1CCCC1C(O)c1nc2ccccc2s1. RXN SMILES: [C:1](=[O:2])([O:3][C:4]([CH3:5])([CH3:6])[CH3:7])[N:8]1[CH:9]([CH:10]=[O:11])[CH2:12][CH2:13][CH2:14]1.[CH3:24][CH2:25][CH2:26][CH2:27][Li:28].[cH:15]1[cH:16][cH:17][c:18]2[s:19][cH:20][n:21][c:22]2[cH:23]1>>[C:1](=[O:2])([O:3][C:4]([CH3:5])([CH3:6])[CH3:7])[N:8]1[CH:9]([CH:10]([OH:11])[c:20]2[s:19][c:18]3[cH:17][cH:16][cH:15][cH:23][c:22]3[n:21]2)[CH2:12][CH2:13][CH2:14]1. Starting materials: CCOCC, CO, [Cl-], CCOC(=O)c1cc(F)c(N=[N+]=[N-])c(C)c1F, [Na+], [OH-], O. Reaction SMILES: [CH3:19][CH2:20][O:21][CH2:22][CH3:23].[CH3:26][OH:27].[Cl-:1].[N:2](=[N+:3]=[N-:4])[c:5]1[c:6]([CH3:18])[c:7]([F:17])[c:8]([C:9](=[O:10])[O:11][CH2:12][CH3:13])[cH:14][c:15]1[F:16].[Na+:25].[OH-:24].[OH2:28]>>[NH2:2][c:5]1[c:6]([CH3:18])[c:7]([F:17])[c:8]([C:9](=[O:10])[O:11][CH2:12][CH3:13])[cH:14][c:15]1[F:16]. The product is CCOC(=O)c1cc(F)c(N)c(C)c1F.